This data is from the Open Reaction Database (ORD), a public repository of structured organic reaction records. The task is: describe an organic reaction: reactants, conditions, products, and yield Starting materials: CCSc1ncn(C(=O)Cl)n1, CCSc1nc[nH]n1, CCCNCCC, O=C(Cl)Cl, C1CCOC1, c1ccncc1. Yields the product CCCN(CCC)C(=O)n1cnc(SCC)n1. As a reaction SMILES: [CH2:13]([CH3:14])[S:15][c:16]1[n:17][n:18]([C:21](=[O:22])[Cl:23])[cH:19][n:20]1.[CH2:1]([S:2][c:3]1[n:4][cH:5][nH:6][n:7]1)[CH3:8].[CH2:24]([CH2:25][CH3:26])[NH:27][CH2:28][CH2:29][CH3:30].[Cl:9][C:10](=[O:11])[Cl:12].[O:31]1[CH2:32][CH2:33][CH2:34][CH2:35]1.[cH:36]1[cH:37][cH:38][n:39][cH:40][cH:41]1>>[CH2:13]([CH3:14])[S:15][c:16]1[n:17][n:18]([C:21](=[O:22])[N:27]([CH2:24][CH2:25][CH3:26])[CH2:28][CH2:29][CH3:30])[cH:19][n:20]1. Yields the product C(C)OC(=O)N1CCN(CC1)C([C@H](CC(=O)OC(C)(C)C)NC(=O)C1=NN(C(=C1)O)C1=CC=CC=C1)=O (4-{(S)-3-tert-Butoxycarbonyl-2-[(5-hydroxy-1-phenyl-1H-pyrazole-3-carbonyl)-amino]-propionyl}-piperazine-1-carboxylic acid ethyl ester). Reaction conditions: time 16 hour. Starting materials: C1(=CC=CC=C1)N1NC(=CC1=O)C(=O)O (1-phenyl-3-carboxy-5-pyrazolone), C(C)OC(=O)N1CCN(CC1)C([C@H](CC(=O)OC(C)(C)C)N)=O (4-((S)-2-Amino-3-tert-butoxycarbonyl-propionyl)-piperazine-1-carboxylic acid ethyl ester), C(CCl)Cl (EDC). RXN SMILES: [C:1]1([N:7]2[C:11](=[O:12])[CH:10]=[C:9]([C:13]([OH:15])=O)[NH:8]2)[CH:6]=[CH:5][CH:4]=[CH:3][CH:2]=1.[CH2:16]([O:18][C:19]([N:21]1[CH2:26][CH2:25][N:24]([C:27](=[O:38])[C@@H:28]([NH2:37])[CH2:29][C:30]([O:32][C:33]([CH3:36])([CH3:35])[CH3:34])=[O:31])[CH2:23][CH2:22]1)=[O:20])[CH3:17].C(Cl)CCl>CN(C=O)C.CCN(C(C)C)C(C)C>[CH2:16]([O:18][C:19]([N:21]1[CH2:22][CH2:23][N:24]([C:27](=[O:38])[C@@H:28]([NH:37][C:13]([C:9]2[CH:10]=[C:11]([OH:12])[N:7]([C:1]3[CH:2]=[CH:3][CH:4]=[CH:5][CH:6]=3)[N:8]=2)=[O:15])[CH2:29][C:30]([O:32][C:33]([CH3:35])([CH3:34])[CH3:36])=[O:31])[CH2:25][CH2:26]1)=[O:20])[CH3:17]. Procedure details: To a solution of 6.6 g 1-phenyl-3-carboxy-5-pyrazolone and 10.6 g 4-((S)-2-Amino-3-tert-butoxycarbonyl-propionyl)-piperazine-1-carboxylic acid ethyl ester in 30 ml DMF 4.9 g HOBT, 10.6 ml DIPEA and 6.2 g EDC were added and the reaction mixture was stirred for 16 h at RT. Then the reaction mixture was evaporated, diluted with ethyl acetate and subsequently extracted with aqueous LiCl (4% w/w) and aqueous NaHCO3. The organic layer was dried over MgSO4 and the solvent was removed under reduced pres... Run in CN(C)C=O (DMF), CCN(C(C)C)C(C)C (DIPEA). Reactants: C1(=CC=CC=C1)C (toluene), COC=1C=C(C=NC1)C1=CC=C(C=C1)C(C(C)C)(C)C1=NC=C(C=C1)B1OC(C(O1)(C)C)(C)C (2-{1-[4-(5-methoxypyridin-3-yl)phenyl]-1,2-dimethylpropyl}-5-(4,4,5,5-tetramethyl-1,3,2-dioxaborolan-2-yl)pyridine), ClC=1N=NC(=CC1)Cl (3,6-dichloropyridazine), C([O-])([O-])=O.[Na+].[Na+] (sodium carbonate), aqueous solution. The reagents and catalysts are C1=CC=C(C=C1)P([C-]2C=CC=C2)C3=CC=CC=C3.C1=CC=C(C=C1)P([C-]2C=CC=C2)C3=CC=CC=C3.Cl[Pd]Cl.[Fe+2] ([1,1′-Bis(diphenylphosphino)ferrocene]dichloropalladium(II)). Solvent: CCO (EtOH). Run at temperature 95 celsius. Product: ClC=1N=NC(=CC1)C=1C=NC(=CC1)C(C(C)C)(C)C1=CC=C(C=C1)C=1C=NC=C(C1)OC (3-chloro-6-(6-{1-[4-(5-methoxypyridin-3-yl)phenyl]-1,2-dimethylpropyl}pyridin-3-yl)pyridazine). RXN SMILES: [CH3:1][O:2][C:3]1[CH:4]=[C:5]([C:9]2[CH:14]=[CH:13][C:12]([C:15]([C:20]3[CH:25]=[CH:24][C:23](B4OC(C)(C)C(C)(C)O4)=[CH:22][N:21]=3)([CH3:19])[CH:16]([CH3:18])[CH3:17])=[CH:11][CH:10]=2)[CH:6]=[N:7][CH:8]=1.[Cl:35][C:36]1[N:37]=[N:38][C:39](Cl)=[CH:40][CH:41]=1.C(=O)([O-])[O-].[Na+].[Na+].C1(C)C=CC=CC=1>CCO.C1C=CC(P(C2C=CC=CC=2)[C-]2C=CC=C2)=CC=1.C1C=CC(P(C2C=CC=CC=2)[C-]2C=CC=C2)=CC=1.Cl[Pd]Cl.[Fe+2]>[Cl:35][C:36]1[N:37]=[N:38][C:39]([C:23]2[CH:22]=[N:21][C:20]([C:15]([C:12]3[CH:13]=[CH:14][C:9]([C:5]4[CH:6]=[N:7][CH:8]=[C:3]([O:2][CH3:1])[CH:4]=4)=[CH:10][CH:11]=3)([CH3:19])[CH:16]([CH3:17])[CH3:18])=[CH:25][CH:24]=2)=[CH:40][CH:41]=1 |f:2.3.4,7.8.9.10|. Procedure: [1,1′-Bis(diphenylphosphino)ferrocene]dichloropalladium(II) (700 mg, 0.960 mmol) was added to a stirred solution of 4a (2.20 g, 4.80 mmol), 3,6-dichloropyridazine (1.40 g, 5.80 mmol) and sodium carbonate (4.80 mL of a 2.0 M aqueous solution, 9.60 mmol) in EtOH:toluene (25.0 mL of an 80:20 mixture, respectively) at rt. The resulting solution was heated to 95° C. for approximately 2 h. After cooling to rt, the reaction mixture was filtered through a short column of CELITE®, eluting with EtOAc. The... RXN SMILES: [C:41](=[O:42])([O-:43])[O-:44].[CH3:37][C:38](=[O:39])[CH3:40].[CH:1]([CH3:2])([CH3:3])[N:4]([CH2:5][CH3:6])[CH:7]([CH3:8])[CH3:9].[Cl:47][CH2:48][Cl:49].[ClH:10].[NH2:11][CH2:12][CH:13]1[CH2:14][N:15]([c:18]2[c:19]3[c:20]([n:21][cH:22][c:23]2[Br:24])[nH:25][cH:26][c:27]3[NH:28][C:29]([c:30]2[cH:31][n:32][cH:33][cH:34][cH:35]2)=[O:36])[CH2:16][CH2:17]1.[Na+:45].[Na+:46].[O:50]=[CH:51][N:52]([CH3:53])[CH3:54]>>[CH:1]([CH3:2])([CH3:3])[NH:11][CH2:12][CH:13]1[CH2:14][N:15]([c:18]2[c:19]3[c:20]([n:21][cH:22][c:23]2[Br:24])[nH:25][cH:26][c:27]3[NH:28][C:29]([c:30]2[cH:31][n:32][cH:33][cH:34][cH:35]2)=[O:36])[CH2:16][CH2:17]1.[ClH:10]. Starting materials: O=C([O-])[O-], CC(C)=O, CCN(C(C)C)C(C)C, ClCCl, Cl, NCC1CCN(c2c(Br)cnc3[nH]cc(NC(=O)c4cccnc4)c23)C1, [Na+], [Na+], CN(C)C=O. Yields the product CC(C)NCC1CCN(c2c(Br)cnc3[nH]cc(NC(=O)c4cccnc4)c23)C1, Cl. The reactants are ClC1=CC=C(C=C1)C1=NN(CC1C1=CC=CC=C1)C(=O)NS(=O)(=O)C1=CC=C(C=C1)Cl (3-(4-chlorophenyl)-N-((4-chlorophenyl)sulfonyl)-4-phenyl-4,5-dihydro-1H-pyrazole-1-carboxamide), P(Cl)(Cl)(Cl)(Cl)Cl (phosphorus pentachloride), NN1CCCCC1 (1-aminopiperidine). Solvent: ClC1=CC=CC=C1 (chlorobenzene). Conditions: time 16 hour. The product is ClC1=CC=C(C=C1)C1=NN(CC1C1=CC=CC=C1)C(=NS(=O)(=O)C1=CC=C(C=C1)Cl)NN1CCCCC1 (3-(4-chlorophenyl)-N′-((4-chlorophenyl)sulfonyl)-N-(piperidin-1-yl)-4-phenyl-4,5-dihydro-1H-pyrazole-1-carboxamidine). Isolated yield 34.1%. As a reaction SMILES: [Cl:1][C:2]1[CH:7]=[CH:6][C:5]([C:8]2[CH:12]([C:13]3[CH:18]=[CH:17][CH:16]=[CH:15][CH:14]=3)[CH2:11][N:10]([C:19]([NH:21][S:22]([C:25]3[CH:30]=[CH:29][C:28]([Cl:31])=[CH:27][CH:26]=3)(=[O:24])=[O:23])=O)[N:9]=2)=[CH:4][CH:3]=1.P(Cl)(Cl)(Cl)(Cl)Cl.[NH2:38][N:39]1[CH2:44][CH2:43][CH2:42][CH2:41][CH2:40]1>ClC1C=CC=CC=1>[Cl:1][C:2]1[CH:7]=[CH:6][C:5]([C:8]2[CH:12]([C:13]3[CH:18]=[CH:17][CH:16]=[CH:15][CH:14]=3)[CH2:11][N:10]([C:19]([NH:38][N:39]3[CH2:44][CH2:43][CH2:42][CH2:41][CH2:40]3)=[N:21][S:22]([C:25]3[CH:30]=[CH:29][C:28]([Cl:31])=[CH:27][CH:26]=3)(=[O:24])=[O:23])[N:9]=2)=[CH:4][CH:3]=1. Procedure details: Part B: A mixture of 3-(4-chlorophenyl)-N-((4-chlorophenyl)sulfonyl)-4-phenyl-4,5-dihydro-1H-pyrazole-1-carboxamide (1.42 gram, 3.00 mmol) and phosphorus pentachloride (PCl5) (0.63 gram, 3.03 mmol) in chlorobenzene (15 mL) is heated at reflux temperature for 1 hour. After thorough concentration in vacuo, the formed 3-(4-chlorophenyl)-N-((4-chlorophenyl)sulfonyl)-4-phenyl-4,5-dihydro-1H-pyrazole-1-carboximidoyl chloride is suspended in dry dichloromethane (30 mL) and reacted with 1-aminopiperidin... Starting materials: CC1=CC=C(C=S)C=C1 (4-methylthiobenzaldehyde), CN(N)C (1,1-dimethylhydrazine), C1(=CC=CC=C1)C (toluene). Run in [Cl-].[Na+].O (Brine), CC(=O)C.CCCCCC (acetone hexane). The product is CN(N=CC1=CC=C(C=C1)SC)C (N,N-Dimethyl-N′-(4-methylsulfanyl-benzylidene)-hydrazine). As a reaction SMILES: CC1C=CC([CH:6]=[S:7])=CC=1.[CH3:10][N:11]([CH3:13])[NH2:12].[C:14]1([CH3:20])[CH:19]=[CH:18][CH:17]=[CH:16][CH:15]=1>[Cl-].[Na+].O.CC(C)=O.CCCCCC>[CH3:10][N:11]([CH3:13])[N:12]=[CH:20][C:14]1[CH:19]=[CH:18][C:17]([S:7][CH3:6])=[CH:16][CH:15]=1 |f:3.4.5,6.7|. Procedure: 7.44 g (48.9 mmol) of 4-methylthiobenzaldehyde and 4.0 ml (52.7 mmol) of 1,1-dimethylhydrazine are dissolved in toluene (50 ml) and heated to reflux for 2.5 hr. Brine is added to the reaction mixture after cooling, and the product is extracted with toluene. The toluene layer is condensed and the residue is applied to column chromatography on silica gel with acetone-hexane (1:20) as eluent. 9.07 g of a pale yellow oil are obtained (96%). 1H NMR (CDCl3), δ[ppm]: d 2.48 (s, 3H), 2.96 (s, 6H), 7.20 ... Starting materials: C(C)C1=C(C(=O)O)C=CN=C1 (3-ethyl isonicotinic acid), S(=O)(Cl)Cl (thionyl chloride). The product is C(C)C1=C(C(=O)Cl)C=CN=C1 (3-ethyl isonicotinic acid chloride). Reaction SMILES: [CH2:1]([C:3]1[CH:11]=[N:10][CH:9]=[CH:8][C:4]=1[C:5](O)=[O:6])[CH3:2].S(Cl)([Cl:14])=O>>[CH2:1]([C:3]1[CH:11]=[N:10][CH:9]=[CH:8][C:4]=1[C:5]([Cl:14])=[O:6])[CH3:2]. Procedure details: A mixture of 0.62 g of 3-ethyl isonicotinic acid 4 ml of thionyl chloride was heated to reflux for 2.5 hours. The reaction mixture was cooled to room temperature, the reaction mixture was concentrated under reduced pressure to give 3-ethyl isonicotinic acid chloride. A mixture of the resultant 3-ethyl isonicotinic acid chloride and 3 ml of DMF was added dropwise to a mixture of 0.87 g of 2-amino-5-chloro-4-trifluoromethylphenol, 0.83 g of triethylamine and 3 ml of DMF while ice-cooling. The reac...